Dataset: the Open Reaction Database (ORD), a public repository of structured organic reaction records. Task: describe an organic reaction: reactants, conditions, products, and yield Reactants: ClC(=O)N1C2=C(NC(C3=C1C=CC=C3)=O)C=CC=N2 (11-(chlorocarbonyl)-5,11-dihydro-6H-pyrido[2,3-b][1,4]benzodiazepin-6-one), N1(CCCCC1)CCC1CN(CCC1)CCN (2-[3-[2-(piperidin-l-yl)ethyl]-piperidin-l-yl]ethanamine), C1(=C(C(=C(C(=C1F)F)F)N)F)N.Cl.Cl (dihydrochloride). Product: Cl.Cl.N1(CCCCC1)CCC1CN(CCC1)CCNC(=O)N1C2=C(NC(C3=C1C=CC=C3)=O)C=CC=N2 (5,11-Dihydro-11-[[[2-[3-[2-(piperidin-l-yl)ethyl]-piperidin-l-yl]ethyl]amino]carbonyl]-6H-pyrido[2,3-b][1,4]benzodiazepin-6-one dihydrochloride). Yield: 43.0%. As a reaction SMILES: [Cl:1][C:2]([N:4]1[C:10]2[CH:11]=[CH:12][CH:13]=[CH:14][C:9]=2[C:8](=[O:15])[NH:7][C:6]2[CH:16]=[CH:17][CH:18]=[N:19][C:5]1=2)=[O:3].[N:20]1([CH2:26][CH2:27][CH:28]2[CH2:33][CH2:32][CH2:31][N:30]([CH2:34][CH2:35][NH2:36])[CH2:29]2)[CH2:25][CH2:24][CH2:23][CH2:22][CH2:21]1.C1(N)C(F)=C(F)C(F)=C(N)C=1F.[ClH:49].Cl>>[ClH:1].[ClH:49].[N:20]1([CH2:26][CH2:27][CH:28]2[CH2:33][CH2:32][CH2:31][N:30]([CH2:34][CH2:35][NH:36][C:2]([N:4]3[C:10]4[CH:11]=[CH:12][CH:13]=[CH:14][C:9]=4[C:8](=[O:15])[NH:7][C:6]4[CH:16]=[CH:17][CH:18]=[N:19][C:5]3=4)=[O:3])[CH2:29]2)[CH2:25][CH2:24][CH2:23][CH2:22][CH2:21]1 |f:2.3.4,5.6.7|. Procedure details: Prepared analogously to Example 46 from 11-(chlorocarbonyl)-5,11-dihydro-6H-pyrido[2,3-b][1,4]benzodiazepin-6-one and 2-[3-[2-(piperidin-l-yl)ethyl]-piperidin-l-yl]ethanamine in a yield of 43% of theory. The dihydrochloride melted at 204°-208° C. Reactants: [H-].[H-].[H-].[H-].[Li+].[Al+3] (LiAlH4), C1(CCCCC1)C1=CC=C(C(=O)O)C=C1 (4-cyclohexylbenzoic acid), O (H2O), [OH-].[K+] (KOH), O (H2O). Run in CCOCC (Et2O), CCOCC (Et2O). Run at temperature 0 celsius, time 1 hour. The product is C1(CCCCC1)C1=CC=C(C=C1)CO ((4-cyclohexylphenyl)-methanol). The yield is 98.7%. Reaction SMILES: [H-].[H-].[H-].[H-].[Li+].[Al+3].[CH:7]1([C:13]2[CH:21]=[CH:20][C:16]([C:17](O)=[O:18])=[CH:15][CH:14]=2)[CH2:12][CH2:11][CH2:10][CH2:9][CH2:8]1.O.[OH-].[K+]>CCOCC>[CH:7]1([C:13]2[CH:14]=[CH:15][C:16]([CH2:17][OH:18])=[CH:20][CH:21]=2)[CH2:8][CH2:9][CH2:10][CH2:11][CH2:12]1 |f:0.1.2.3.4.5,8.9|. Reported procedure: Under nitrogen atmosphere, at 0° C., to a stirring mixture of LiAlH4 (2.0 M THF solution, 5.3 mL, 10.53 mmol) in dry Et2O (10 mL), commercially available 4-cyclohexylbenzoic acid (0.5 g, 2.45 mmol) in dry Et2O (5.0 mL) was added dropwise. The mixture was left to react at rt for 4 h, then at 0° C. H2O (0.45 mL), 3.0 M KOH solution (0.45 mL) and H2O (2.0 mL) were very slowly added. The mixture was stirred for 1 h at 0° C., filtered to remove the solid residue, and the organic phase dried over Na2S...